describe an organic reaction: reactants, conditions, products, and yield From a dataset of the Open Reaction Database (ORD), a public repository of structured organic reaction records. Reactants: ClC1=CC(=C(C=2C3=C(C(NC12)=O)SC=C3)C3=CC=C(CCNC(OC(C)(C)C)=O)C=C3)OC (tert-butyl 4-(6-chloro-8-methoxy-4-oxo-4,5-dihydrothieno[2,3-c]quinolin-9-yl)phenethylcarbamate), B(Br)(Br)Br (BBr3). The product is Cl.NCCC1=CC=C(C=C1)C=1C=2C3=C(C(NC2C(=CC1O)Br)=O)SC=C3 (9-(4-(2-Aminoethyl)phenyl)-6-bromo-8-hydroxythieno[2,3-c]quinolin-4(5H)-one Hydrochloride). Yield: 16.9%. As a reaction SMILES: [Cl:1][C:2]1[C:11]2[NH:10][C:9](=[O:12])[C:8]3[S:13][CH:14]=[CH:15][C:7]=3[C:6]=2[C:5]([C:16]2[CH:31]=[CH:30][C:19]([CH2:20][CH2:21][NH:22]C(=O)OC(C)(C)C)=[CH:18][CH:17]=2)=[C:4]([O:32]C)[CH:3]=1.B(Br)(Br)[Br:35]>>[ClH:1].[NH2:22][CH2:21][CH2:20][C:19]1[CH:30]=[CH:31][C:16]([C:5]2[C:6]3[C:7]4[CH:15]=[CH:14][S:13][C:8]=4[C:9](=[O:12])[NH:10][C:11]=3[C:2]([Br:35])=[CH:3][C:4]=2[OH:32])=[CH:17][CH:18]=1 |f:2.3|. Reported procedure: Following General Procedure F, tert-butyl 4-(6-chloro-8-methoxy-4-oxo-4,5-dihydrothieno[2,3-c]quinolin-9-yl)phenethylcarbamate (410 mg, 0.76 mmol) was treated with BBr3 (1.0 M in CH2Cl2, 10 mL, 10 mmol) to afford the desired product as an off-white solid (58 mg, 18%): 1H NMR (500 MHz, CD3OD) δ 7.62 (d, J=5.4 Hz, 1H), 7.53-7.45 (m, 3H), 7.31 (d, J=8.1 Hz, 2H), 6.10 (d, J=5.4 Hz, 1H), 3.31-3.28 (m, 2H), 3.11 (t, J=7.6 Hz, 2H); ESI MS m/z 415 [C19H15BrN2O2S+H]+; HPLC 94.9% (AUC), tR=9.02 min.